From a dataset of the Open Reaction Database (ORD), a public repository of structured organic reaction records. describe an organic reaction: reactants, conditions, products, and yield Yields the product COC(=O)c1nc(Br)c2cccnc2c1O. Starting materials: O=C1CCC(=O)N1Br, CO, COC(=O)c1ncc2cccnc2c1O, ClC(Cl)Cl. Reaction SMILES: [Br:1][N:2]1[C:3](=[O:4])[CH2:5][CH2:6][C:7]1=[O:8].[CH3:24][OH:25].[CH3:9][O:10][C:11](=[O:12])[c:13]1[n:14][cH:15][c:16]2[cH:17][cH:18][cH:19][n:20][c:21]2[c:22]1[OH:23].[CH:26]([Cl:27])([Cl:28])[Cl:29]>>[Br:1][c:15]1[n:14][c:13]([C:11]([O:10][CH3:9])=[O:12])[c:22]([OH:23])[c:21]2[c:16]1[cH:17][cH:18][cH:19][n:20]2. Starting materials: C(C)[S-].[Na+] (sodium ethanethiolate), ClC1=CC(=C(NC2=NC=NC3=CC(=C(C=C23)OC)OCCCCl)C=C1)F (4-(4chloro-2-fluoroanilino)7-(3-chloropropoxy)-6-methoxyquinazoline). The solvent is CN(C)C=O (DMF), O (water). Run at temperature 70 celsius. The product is C(C)SCCCOC1=C(C=C2C=NC=NC2=C1)OC (7-(3-(ethylthio)propoxy)6-methoxyquinazoline). Yield: 54.2%. As a reaction SMILES: [CH2:1]([S-:3])[CH3:2].[Na+].ClC1C=CC(N[C:11]2[C:20]3[C:15](=[CH:16][C:17]([O:23][CH2:24][CH2:25][CH2:26]Cl)=[C:18]([O:21][CH3:22])[CH:19]=3)[N:14]=[CH:13][N:12]=2)=C(F)C=1>CN(C=O)C.O>[CH2:1]([S:3][CH2:26][CH2:25][CH2:24][O:23][C:17]1[CH:16]=[C:15]2[C:20]([CH:11]=[N:12][CH:13]=[N:14]2)=[CH:19][C:18]=1[O:21][CH3:22])[CH3:2] |f:0.1|. Reported procedure: A mixture of sodium ethanethiolate (120 mg, 1.5 mmol) and 4-(4chloro-2-fluoroanilino)7-(3-chloropropoxy)-6-methoxyquinazoline (227 mg, 0.57 mmol) in DMF (10 ml) was stirred and heated at 70° C. for 3 hours. The reaction mixture was allowed to cool, was diluted with water and extracted with ethyl acetate (3×75 ml). The extracts were combined, washed with water (×2), and then brine, and dried (MgSO4). The solvent was removed by evaporation and the residue was recrystallised from ethyl acetate/hexa... Starting materials: COC=1C=C(C=CC1)C=CC1CCCCC(N1)=O (hexahydro-7-[2-(3-methoxyphenyl)ethenyl]-2H-azepin-2-one), F[B-](F)(F)F.C[O+](C)C (trimethyloxonium tetrafluoroborate). The solvent is C(Cl)Cl (CH2Cl2). Yields the product COC=1CCCCC(N1)C=CC1=CC(=CC=C1)OC (3,4,5,6-tetrahydro-7-methoxy-2-[2-(3-methoxyphenyl)ethenyl]-2H-azepine). RXN SMILES: [CH3:1][O:2][C:3]1[CH:4]=[C:5]([CH:9]=[CH:10][CH:11]2[NH:17][C:16](=[O:18])[CH2:15][CH2:14][CH2:13][CH2:12]2)[CH:6]=[CH:7][CH:8]=1.F[B-](F)(F)F.[CH3:24][O+](C)C>C(Cl)Cl>[CH3:24][O:18][C:16]1[CH2:15][CH2:14][CH2:13][CH2:12][CH:11]([CH:10]=[CH:9][C:5]2[CH:6]=[CH:7][CH:8]=[C:3]([O:2][CH3:1])[CH:4]=2)[N:17]=1 |f:1.2|. Reported procedure: The product of Example 163 is reacted with trimethyloxonium tetrafluoroborate in CH2Cl2 by the method of Example 3 to produce the title material. Starting materials: C(C1=CC=CC=C1)NC(=O)C1=CC=C(C=2OC3=C(C21)C=C(C=C3)[N+](=O)[O-])OC (N1-benzyl-4-methoxy-8-nitro-dibenzo[b,d]furan-1-carboxamide), Cl (HCl), [OH-].[K+] (KOH). Reagents/catalysts: [Fe] (iron). The solvent is C(C)O (ethanol). The product is C(C1=CC=CC=C1)NC(=O)C1=CC=C(C=2OC3=C(C21)C=C(C=C3)N)OC (N1-benzyl-4-methoxy-8-amino-dibenzo[b,d]furan-1-carboxamide). Yield: 78.7%. As a reaction SMILES: [CH2:1]([NH:8][C:9]([C:11]1[C:19]2[C:18]3[CH:20]=[C:21]([N+:24]([O-])=O)[CH:22]=[CH:23][C:17]=3[O:16][C:15]=2[C:14]([O:27][CH3:28])=[CH:13][CH:12]=1)=[O:10])[C:2]1[CH:7]=[CH:6][CH:5]=[CH:4][CH:3]=1.Cl.[OH-].[K+]>C(O)C.[Fe]>[CH2:1]([NH:8][C:9]([C:11]1[C:19]2[C:18]3[CH:20]=[C:21]([NH2:24])[CH:22]=[CH:23][C:17]=3[O:16][C:15]=2[C:14]([O:27][CH3:28])=[CH:13][CH:12]=1)=[O:10])[C:2]1[CH:3]=[CH:4][CH:5]=[CH:6][CH:7]=1 |f:2.3|. Procedure: N1-benzyl-4-methoxy-8-nitro-dibenzo[b,d]furan-1-carboxamide (125 mg, 0.33 mmol) (from step 1) and iron powder (56 mg, 1.0 mmol) was suspended in 50% aqueous ethanol (10 ml) and reflux for 10 min. To this was added a solution of concentrated HCl (7 ul in 5 ml 50% aqueous ethanol) and refluxed for 4 h. The reaction mixture was flitered hot through celite and the filterate was basified with 15% ethanolic KOH, filtered and the filterate was concentrated in vaccuo. The residue was triturated with wat...